From a dataset of the Open Reaction Database (ORD), a public repository of structured organic reaction records. describe an organic reaction: reactants, conditions, products, and yield Reactants: ClCCCC(CCCCC)OC(C)=O (1-chloro-4-acetoxynonane), C(C)(=O)OC(C#CCN(C(C)=O)CCCCCCC(=O)OCC)CCCCC (ethyl 7-[N-(4-acetoxy-2-nonynyl)acetamido]heptanoate), BrCC#CC(CCCCC)OC(C)=O (1-bromo-4-acetoxy-2-nonyne), product. The product is OC(C=CCN(C(C)=O)CCCCCCC(=O)O)CCCCC (7-[N-(4-hydroxy-2-noneneyl)acetamido]heptanoic acid). As a reaction SMILES: ClCCCC(OC(=O)C)CCCCC.BrCC#CC(OC(=O)C)CCCCC.C([O:32][CH:33]([CH2:52][CH2:53][CH2:54][CH2:55][CH3:56])[C:34]#[C:35][CH2:36][N:37]([CH2:41][CH2:42][CH2:43][CH2:44][CH2:45][CH2:46][C:47]([O:49]CC)=[O:48])[C:38](=[O:40])[CH3:39])(=O)C>>[OH:32][CH:33]([CH2:52][CH2:53][CH2:54][CH2:55][CH3:56])[CH:34]=[CH:35][CH2:36][N:37]([CH2:41][CH2:42][CH2:43][CH2:44][CH2:45][CH2:46][C:47]([OH:49])=[O:48])[C:38](=[O:40])[CH3:39]. Procedure details: The synthesis of this compound is carried out as described in Example 2 except that, in Step B, the 1-chloro-4-acetoxynonane is replaced by an equimolar amount of 1-bromo-4-acetoxy-2-nonyne (Example I, Step 3). The product of Step B is ethyl 7-[N-(4-acetoxy-2-nonynyl)acetamido]heptanoate. The subsequent step yields 7-[N-(4-hydroxy-2-nonynyl)acetamido]heptanoic acid (C). The reactants are C(#N)C1=C(C=C(C=C1)Cl)O (2-Cyano-5-chlorophenol), C(Cl)C1CO1 (epichlorohydrin), C([O-])([O-])=O.[K+].[K+] (potassium carbonate). Solvent: C(C)O (ethanol). Yields the product C(#N)C1=C(OCC2CO2)C=C(C=C1)Cl (1-(2-cyano-5-chlorophenoxy)-2,3-epoxypropane). Isolated yield 75.7%. RXN SMILES: [C:1]([C:3]1[CH:8]=[CH:7][C:6]([Cl:9])=[CH:5][C:4]=1[OH:10])#[N:2].[CH2:11]([CH:13]1[O:15][CH2:14]1)Cl.C(=O)([O-])[O-].[K+].[K+]>C(O)C>[C:1]([C:3]1[CH:8]=[CH:7][C:6]([Cl:9])=[CH:5][C:4]=1[O:10][CH2:11][CH:13]1[O:15][CH2:14]1)#[N:2] |f:2.3.4|. Procedure: 2-Cyano-5-chlorophenol (3.0 g), epichlorohydrin (6.0 g) and anhydrous potassium carbonate (4.2 g) were heated with stirring in ethanol for 2 hours. The organic layer was concentrated under reduced pressure. The residue was purified by silica gel chromatography to give 3.1 g of 1-(2-cyano-5-chlorophenoxy)-2,3-epoxypropane. Reactants: S(=O)(Cl)Cl (thionyl chloride), C1(=CC=CC=C1)C#CC(=O)O (phenylpropiolic acid), C(Cl)Cl (methylene chloride). The solvent is CO (methanol). Run at time 8 hour. The product is C1(=CC=CC=C1)C#CC(=O)O (Phenylpropiolic acid), C1(=CC=CC=C1)C#CC(=O)OC (methyl phenylpropiolate). Reaction SMILES: [C:1]1([C:7]#[C:8][C:9]([OH:11])=[O:10])[CH:6]=[CH:5][CH:4]=[CH:3][CH:2]=1.[CH2:12](Cl)Cl.S(Cl)(Cl)=O>CO>[C:1]1([C:7]#[C:8][C:9]([OH:11])=[O:10])[CH:6]=[CH:5][CH:4]=[CH:3][CH:2]=1.[C:1]1([C:7]#[C:8][C:9]([O:11][CH3:12])=[O:10])[CH:6]=[CH:5][CH:4]=[CH:3][CH:2]=1. Procedure details: Phenylpropiolic acid was synthesized according to the method as described in J. Chem. Soc., Vol. 83, page 1154. To a mixture of 42 g of phenylpropiolic acid and 50 ml of methylene chloride was added 42 ml of thionyl chloride, and the mixture was mildly refluxed by heating on a water bath. After the completion of the generation of gas, the solvent and excessive thionyl chloride were distilled off under reduced pressure. The pale yellow liquid thus obtained was gradually added to 300 ml of methano... Reactants: CN1C(C(=C(C2=CC=CN=C12)C1=CC(=CC=C1)OC)NC(=O)NC1=C(C=CC=C1C(C)C)C(C)C)=O (N-[1-methyl-4-(3-methoxyphenyl)-1,2-dihydro-2-oxo-1,8-naphthyridin-3-yl]-N'-(2,6-diisopropylphenyl)urea), B(Br)(Br)Br (boron tribromide), C(O)([O-])=O.[Na+] (sodium hydrogen carbonate). The solvent is C(Cl)Cl (methylene chloride). Conditions: time 6 hour. Product: CN1C(C(=C(C2=CC=CN=C12)C1=CC(=CC=C1)O)NC(=O)NC1=C(C=CC=C1C(C)C)C(C)C)=O (N-(1-methyl-4-(3-hydroxyphenyl)-1,2-dihydro-2-oxo-1,8-naphthyridin-3-yl)-N'-(2,6-diisopropylphenyl)urea). Isolated yield 65.2%. As a reaction SMILES: [CH3:1][N:2]1[C:11]2[C:6](=[CH:7][CH:8]=[CH:9][N:10]=2)[C:5]([C:12]2[CH:17]=[CH:16][CH:15]=[C:14]([O:18]C)[CH:13]=2)=[C:4]([NH:20][C:21]([NH:23][C:24]2[C:29]([CH:30]([CH3:32])[CH3:31])=[CH:28][CH:27]=[CH:26][C:25]=2[CH:33]([CH3:35])[CH3:34])=[O:22])[C:3]1=[O:36].B(Br)(Br)Br.C(=O)([O-])O.[Na+]>C(Cl)Cl>[CH3:1][N:2]1[C:11]2[C:6](=[CH:7][CH:8]=[CH:9][N:10]=2)[C:5]([C:12]2[CH:17]=[CH:16][CH:15]=[C:14]([OH:18])[CH:13]=2)=[C:4]([NH:20][C:21]([NH:23][C:24]2[C:29]([CH:30]([CH3:31])[CH3:32])=[CH:28][CH:27]=[CH:26][C:25]=2[CH:33]([CH3:35])[CH3:34])=[O:22])[C:3]1=[O:36] |f:2.3|. Procedure details: To a solution of N-[1-methyl-4-(3-methoxyphenyl)-1,2-dihydro-2-oxo-1,8-naphthyridin-3-yl]-N'-(2,6-diisopropylphenyl)urea (1310 mg, 2.7 mmol) in methylene chloride (20 ml) was added dropwise boron tribromide (1.7 g, 6.75 mmol) at 0° C., and the mixture was stirred for 6 hours. The mixture was poured into a saturated aqueous sodium hydrogen carbonate solution, and the mixture was extracted with methylene chloride. The extract was washed with water, washed with a saturated aqueous sodium chloride s...